Dataset: the Open Reaction Database (ORD), a public repository of structured organic reaction records. Task: describe an organic reaction: reactants, conditions, products, and yield Reactants: [N-]=[N+]=[N-].[Na+] (NaN3), C(C1=CC=CC=C1)OC=1C=CC(=C2C=CC(NC12)=O)[C@H](CBr)O[Si](C)(C)C(C)(C)C ((R)-8-(benzyloxy)-5-[2-bromo-1-[(tert-butyldimethylsilyl)oxy]ethyl]quinolin-2(1H)-one), O (H2O). Run in CN(C)C=O (DMF). Run at temperature 80 celsius. Yields the product N(=[N+]=[N-])C[C@H](O[Si](C)(C)C(C)(C)C)C1=C2C=CC(NC2=C(C=C1)OCC1=CC=CC=C1)=O ((R)-5-[2-Azido-1-[(tert-butyldimethylsilyl)oxy]ethyl]-8-(benzyloxy)quinolin-2(1H)-one). The yield is 148.3%. RXN SMILES: [N-:1]=[N+:2]=[N-:3].[Na+].[CH2:5]([O:12][C:13]1[CH:14]=[CH:15][C:16]([C@@H:24]([O:27][Si:28]([C:31]([CH3:34])([CH3:33])[CH3:32])([CH3:30])[CH3:29])[CH2:25]Br)=[C:17]2[C:22]=1[NH:21][C:20](=[O:23])[CH:19]=[CH:18]2)[C:6]1[CH:11]=[CH:10][CH:9]=[CH:8][CH:7]=1.O>CN(C=O)C>[N:1]([CH2:25][C@@H:24]([C:16]1[CH:15]=[CH:14][C:13]([O:12][CH2:5][C:6]2[CH:11]=[CH:10][CH:9]=[CH:8][CH:7]=2)=[C:22]2[C:17]=1[CH:18]=[CH:19][C:20](=[O:23])[NH:21]2)[O:27][Si:28]([C:31]([CH3:34])([CH3:33])[CH3:32])([CH3:30])[CH3:29])=[N+:2]=[N-:3] |f:0.1|. Procedure details: NaN3 (266 mg, 4.1 mmol) was added to a stirred solution of (R)-8-(benzyloxy)-5-[2-bromo-1-[(tert-butyldimethylsilyl)oxy]ethyl]quinolin-2(1H)-one (1 g, 2.05 mmol) in DMF (20 mL) at rt and warmed to 80° C. for 3 h. The resulting solution was poured into H2O (80 mL) and extracted with EtOAc (3×50 mL). The combined organic layers were washed with H2O (2×100 mL), brine (100 mL), dried over Na2SO4 (s), and concentrated to give the title compound (1.37 g) as a yellow solid. The compound was used with n... Starting materials: ClCCl, C1OCC2OC12, C=CCO. Yields the product C=CCOC1COCC1O. RXN SMILES: [Cl:11][CH2:12][Cl:13].[O:1]1[CH:2]2[CH2:3][O:4][CH2:5][CH:6]12.[OH:7][CH2:8][CH:9]=[CH2:10]>>[OH:1][CH:2]1[CH2:3][O:4][CH2:5][CH:6]1[O:7][CH2:8][CH:9]=[CH2:10]. The reactants are ClC1=NC(=C2N=CN(C2=N1)C1CCCC1)Cl (2,6-dichloro-9-cyclopentylpurine), Cl.NCCC1=CC=C(C=C1)O (tyramine hydrochloride). Solvent: C(C)N(CC)CC (triethylamine). The product is ClC1=NC(=C2N=CN(C2=N1)C1CCCC1)NCCC1=CC=C(C=C1)O (2-Chloro-6-[(4-hydroxyphenyl)ethylamino]-9-cyclopentylpurine). As a reaction SMILES: [Cl:1][C:2]1[N:10]=[C:9]2[C:5]([N:6]=[CH:7][N:8]2[CH:11]2[CH2:15][CH2:14][CH2:13][CH2:12]2)=[C:4](Cl)[N:3]=1.Cl.[NH2:18][CH2:19][CH2:20][C:21]1[CH:26]=[CH:25][C:24]([OH:27])=[CH:23][CH:22]=1>C(N(CC)CC)C>[Cl:1][C:2]1[N:10]=[C:9]2[C:5]([N:6]=[CH:7][N:8]2[CH:11]2[CH2:15][CH2:14][CH2:13][CH2:12]2)=[C:4]([NH:18][CH2:19][CH2:20][C:21]2[CH:26]=[CH:25][C:24]([OH:27])=[CH:23][CH:22]=2)[N:3]=1 |f:1.2|. Reported procedure: 2-Chloro-6-[(4-hydroxyphenyl)ethylamino]-9-cyclopentylpurine is prepared from 2,6-dichloro-9-cyclopentylpurine, tyramine hydrochloride, and triethylamine essentially as described above in Example 1, Scheme A, step b. Starting materials: ice water, ClC=1C(=NC=C(C1)C(F)(F)F)CC1=C(C(=C(C=C1)O)Cl)Cl (3-chloro-2-(2,3-dichloro-4-hydroxybenzyl)-5-trifluoromethylpyridine), C([O-])([O-])=O.[K+].[K+] (potassium carbonate), BrCC(=O)OC (methyl bromoacetate). Solvent: CN(C=O)C (dimethylformamide). Yields the product ClC1=C(OCC(=O)OC)C=CC(=C1Cl)CC1=NC=C(C=C1Cl)C(F)(F)F (Methyl 2-[2,3-dichloro-4-([3-chloro-5-trifluoromethylpyridin-2-yl]methyl)phenoxy]acetate). Reaction SMILES: [Cl:1][C:2]1[C:3]([CH2:12][C:13]2[CH:18]=[CH:17][C:16]([OH:19])=[C:15]([Cl:20])[C:14]=2[Cl:21])=[N:4][CH:5]=[C:6]([C:8]([F:11])([F:10])[F:9])[CH:7]=1.C(=O)([O-])[O-].[K+].[K+].Br[CH2:29][C:30]([O:32][CH3:33])=[O:31]>CN(C)C=O>[Cl:20][C:15]1[C:14]([Cl:21])=[C:13]([CH2:12][C:3]2[C:2]([Cl:1])=[CH:7][C:6]([C:8]([F:10])([F:9])[F:11])=[CH:5][N:4]=2)[CH:18]=[CH:17][C:16]=1[O:19][CH2:29][C:30]([O:32][CH3:33])=[O:31] |f:1.2.3|. Procedure details: At 23° C., 2.0 g of 3-chloro-2-(2,3-dichloro-4-hydroxybenzyl)-5-trifluoromethylpyridine, 1.5 g of anhydrous potassium carbonate and 1.0 g of methyl bromoacetate were stirred in 60 ml of anhydrous dimethylformamide for 16 hours. The reaction mixture was then poured into 400 ml of ice-water. The resulting solid product was separated off, washed with water and purified by stirring in n-hexane. Yield: 2.4 g (100%; white crystals); mp.: 110-111° C. RXN SMILES: [CH2:19]1[CH2:20][CH2:21][C:22]2=[N:27][CH2:26][CH2:25][CH2:24][N:23]2[CH2:28][CH2:29]1.[CH3:30][C:31]#[N:32].[N+:15](=[O:16])([O-:17])[CH3:18].[n:1]1[c:2]([C:7](=[CH:8][C:9](=[O:10])[O:11][CH2:12][CH3:13])[CH3:14])[cH:3][cH:4][cH:5][cH:6]1>>[n:1]1[c:2]([C:7]([CH2:8][C:9](=[O:10])[O:11][CH2:12][CH3:13])([CH3:14])[CH2:18][N+:15](=[O:16])[O-:17])[cH:3][cH:4][cH:5][cH:6]1. Yields the product CCOC(=O)CC(C)(C[N+](=O)[O-])c1ccccn1. Reactants: C1CCC2=NCCCN2CC1, CC#N, C[N+](=O)[O-], CCOC(=O)C=C(C)c1ccccn1. Starting materials: CNC1CN2CCC1CC2, CN(C)C=O, O=C(Cl)C(=O)Cl, ClC(Cl)Cl, [K+], [K+], O=C([O-])[O-], O=C(O)C1c2ccccc2Oc2ccccc21. The product is CN(C(=O)C1c2ccccc2Oc2ccccc21)C1CN2CCC1CC2. RXN SMILES: [CH3:24][NH:25][CH:26]1[CH2:27][N:28]2[CH2:29][CH2:30][CH:31]1[CH2:32][CH2:33]2.[CH3:44][N:45]([CH3:46])[CH:47]=[O:48].[Cl:1][C:2]([C:3]([Cl:4])=[O:5])=[O:6].[Cl:40][CH:41]([Cl:42])[Cl:43].[K+:34].[K+:35].[O-:36][C:37]([O-:38])=[O:39].[cH:7]1[cH:8][cH:9][cH:10][c:11]2[c:20]1[CH:19]([C:21](=[O:22])[OH:23])[c:18]1[c:13]([cH:14][cH:15][cH:16][cH:17]1)[O:12]2>>[cH:7]1[cH:8][cH:9][cH:10][c:11]2[c:20]1[CH:19]([C:21](=[O:23])[N:25]([CH3:24])[CH:26]1[CH2:27][N:28]3[CH2:29][CH2:30][CH:31]1[CH2:32][CH2:33]3)[c:18]1[c:13]([cH:14][cH:15][cH:16][cH:17]1)[O:12]2. Reactants: ClC=1C=C(N)C=CC1OC1=CC(=CC=C1)C(F)(F)F (3-chloro-4-[3-(trifluoromethyl)phenoxy]aniline), ClC=1C2=C(N=CN1)C=CN2CCCOCCOC2OCCCC2 (4-Chloro-5-{3-[2-(tetrahydro-2H-pyran-2-yloxy)ethoxy]propyl}-5H-pyrrolo[3,2-d]pyrimidine), C(O)([O-])=O.[Na+] (sodium hydrogen carbonate). Solvent: C(C)(C)O (isopropyl alcohol). Reaction conditions: temperature 80 celsius, time 18 hour. Yields the product Cl.ClC=1C=C(C=CC1OC1=CC(=CC=C1)C(F)(F)F)NC=1C2=C(N=CN1)C=CN2CCCOCCO (2-{3-[4-({3-chloro-4-[3-(trifluoromethyl)phenoxy]phenyl}amino)-5H-pyrrolo[3,2-d]pyrimidin-5-yl]propoxy}ethanol hydrochloride). Yield: 65.5%. Reaction SMILES: [Cl:1][C:2]1[C:3]2[N:10]([CH2:11][CH2:12][CH2:13][O:14][CH2:15][CH2:16][O:17]C3CCCCO3)[CH:9]=[CH:8][C:4]=2[N:5]=[CH:6][N:7]=1.[Cl:24][C:25]1[CH:26]=[C:27]([CH:29]=[CH:30][C:31]=1[O:32][C:33]1[CH:38]=[CH:37][CH:36]=[C:35]([C:39]([F:42])([F:41])[F:40])[CH:34]=1)[NH2:28].C(=O)([O-])O.[Na+]>C(O)(C)C>[ClH:1].[Cl:24][C:25]1[CH:26]=[C:27]([NH:28][C:2]2[C:3]3[N:10]([CH2:11][CH2:12][CH2:13][O:14][CH2:15][CH2:16][OH:17])[CH:9]=[CH:8][C:4]=3[N:5]=[CH:6][N:7]=2)[CH:29]=[CH:30][C:31]=1[O:32][C:33]1[CH:38]=[CH:37][CH:36]=[C:35]([C:39]([F:41])([F:42])[F:40])[CH:34]=1 |f:2.3,5.6|. Procedure details: 4-Chloro-5-{3-[2-(tetrahydro-2H-pyran-2-yloxy)ethoxy]propyl}-5H-pyrrolo[3,2-d]pyrimidine (380.2 mg) was dissolved in isopropyl alcohol (7 mL), 3-chloro-4-[3-(trifluoromethyl)phenoxy]aniline (419.2 mg) was added, and the mixture was stirred at 80° C. for 18 hrs. Saturated aqueous sodium hydrogen carbonate solution was added to the reaction mixture and the mixture was extracted with ethyl acetate. The organic layer washed with saturated brine, dried over anhydrous magnesium sulfate and concentrate... Reactants: C(C)(=O)OC1[C@H](OC(C)=O)[C@@H](OC(C)=O)[C@H](O[C@H]2[C@H](OCC=C)[C@@H](OC(C)=O)[C@@H](OC(C)=O)[C@H](O2)COC(C)=O)[C@H](O1)COC(C)=O (1,2,3,6-Tetra-O-acetyl-4-O-(3,4,6-tri-O-acetyl-2O-allyl-β-D-galactopyranosyl)-α,β-D-glucopyranose), C(Cl)Cl (CH2Cl2). The reagents and catalysts are [Zn+2].[Br-].[Br-] (ZnBr2). Reaction conditions: time 1 hour. Yields the product C(C)(=O)O[C@H]1[C@H](O[C@@H]([C@H]([C@@H]1OC(C)=O)O[C@H]1[C@H](OCC=C)[C@@H](OC(C)=O)[C@@H](OC(C)=O)[C@H](O1)COC(C)=O)COC(C)=O)Cl (2,3,6-Tri-O-acetyl-4-O-(3,4,6-tri-O-acetyl-2-O-allyl-β-D-galactopyranosyl)-α-D-glucopyranosyl choride). Isolated yield 11.7%. RXN SMILES: C(OC1[O:42][C@H:41]([CH2:43][O:44][C:45](=[O:47])[CH3:46])[C@@H:16]([O:17][C@@H:18]2[O:35][C@H:34]([CH2:36][O:37][C:38](=[O:40])[CH3:39])[C@H:29]([O:30][C:31](=[O:33])[CH3:32])[C@H:24]([O:25][C:26](=[O:28])[CH3:27])[C@H:19]2[O:20][CH2:21][CH:22]=[CH2:23])[C@H:11]([O:12][C:13](=[O:15])[CH3:14])[C@H:6]1[O:7][C:8](=[O:10])[CH3:9])(=O)C.[CH2:48]([Cl:50])Cl>[Zn+2].[Br-].[Br-]>[C:8]([O:7][C@@H:6]1[C@@H:11]([O:12][C:13](=[O:15])[CH3:14])[C@H:16]([O:17][C@@H:18]2[O:35][C@H:34]([CH2:36][O:37][C:38](=[O:40])[CH3:39])[C@H:29]([O:30][C:31](=[O:33])[CH3:32])[C@H:24]([O:25][C:26](=[O:28])[CH3:27])[C@H:19]2[O:20][CH2:21][CH:22]=[CH2:23])[C@@H:41]([CH2:43][O:44][C:45](=[O:47])[CH3:46])[O:42][C@@H:48]1[Cl:50])(=[O:10])[CH3:9] |f:2.3.4|. Procedure details: To a solution of 2 (3.5 g, 5.17 mmol) in CH2Cl2 (10 mL) Cl2CHOCH3 (0.56 mL, 6.2 mmol) and ZnBr2 (100mg) were added under an Ar atmosphere. The mixture was stirred for 1 h, then concentrated and the residue was chromatographed on silica gel with pentane-EtOAc (6:4) to give 3 (396 mg, 85%), [α]D+93.4° (c 1.2, CHCl3); 1H NMR (CDCl3) δ 6.22 (s, 1H, J1,2=3.9 Hz, H-1), 5.80 (m, 1H, Hc), 5.56 (t, 1H, J3,4 and J2,3≈9.7 Hz, H-3), 5.31 (dd, 1H, J4′,3′=3.5 Hz, J4′,5′=0.8 Hz, H-4′), 5.20 (1H, Hb), 5.12 (1H,... Starting materials: [N+](=O)([O-])C=1C=CC2=C(CC(C3=C(S2)C=CC(=C3)C(C(=O)OC)C)=O)C1 (methyl 2-(10,11-dihydro-8-nitro-11-oxodibenzo[b,f]thiepin-2-yl)-propionate). Reagents/catalysts: [C].[Pd] (palladium carbon). Run in CC(=O)C (acetone). Product: NC=1C=CC2=C(CC(C3=C(S2)C=CC(=C3)C(C(=O)OC)C)=O)C1 (methyl 2-(8-amino-10,11-dihydro-11-oxodibenzo[b,f]thiepin-2-yl)-propionate). Isolated yield 35.5%. RXN SMILES: [N+:1]([C:4]1[CH:5]=[CH:6][C:7]2[S:13][C:12]3[CH:14]=[CH:15][C:16]([CH:18]([CH3:23])[C:19]([O:21][CH3:22])=[O:20])=[CH:17][C:11]=3[C:10](=[O:24])[CH2:9][C:8]=2[CH:25]=1)([O-])=O>[C].[Pd].CC(C)=O>[NH2:1][C:4]1[CH:5]=[CH:6][C:7]2[S:13][C:12]3[CH:14]=[CH:15][C:16]([CH:18]([CH3:23])[C:19]([O:21][CH3:22])=[O:20])=[CH:17][C:11]=3[C:10](=[O:24])[CH2:9][C:8]=2[CH:25]=1 |f:1.2|. Procedure details: To a mixture of 40 mg of methyl 2-(10,11-dihydro-8-nitro-11-oxodibenzo[b,f]thiepin-2-yl)-propionate and 3 ml of acetone was added a small amount of 10% palladium carbon, and the resulting mixture was subjected to catalytic reduction. The reaction mixture was filtrated with a suction using cerite to remove the catalysts. The solvent was removed by distillation to obtain a yellow oil, which was chromatographed over 2 g of silica gel and eluted with chloroform, thereby obtaining 13 mg (yield: 36%) ... The reactants are BrCCCO (3-bromopropanol), C1(=CC=C(C=C1)S(=O)(=O)O)C (p-toluenesulphonic acid), P(=O)([O-])([O-])[O-] (phosphate). Run in C(Cl)Cl (methylene chloride). Conditions: time 1 hour. The product is BrCCCOC1OCCCC1 (2-(3-bromopropoxy)tetrahydro-2H-pyran). The yield is 69.0%. As a reaction SMILES: [Br:1][CH2:2][CH2:3][CH2:4][OH:5].[C:6]1(C)C=[CH:10][C:9](S(O)(=O)=O)=[CH:8][CH:7]=1.P([O-])([O-])([O-])=[O:18]>C(Cl)Cl>[Br:1][CH2:2][CH2:3][CH2:4][O:5][CH:10]1[CH2:9][CH2:8][CH2:7][CH2:6][O:18]1. Procedure details: A solution of 4.61 g. 3-bromopropanol in 150 ml. methylene chloride at 0° C. was treated with 5.1 ml. dihydropropyran followed by 55 mg. p-toluenesulphonic acid and then warmed to room temperature. After one hour, phosphate buffer (pH: 7.5) was added to the mixture. The organic layer was washed with brine, dried (Na2SO4) and evaporated. The yellow oil obtained was purified by chromatography on triethylamine-treated silica gel using a gradient solvent system (pure hexane--50% v/v ethyl ether/hexa...